Dataset: the Open Reaction Database (ORD), a public repository of structured organic reaction records. Task: describe an organic reaction: reactants, conditions, products, and yield Reactants: CCCCP(CCCC)CCCC, COC(=O)c1ccc(NCc2ccc(O)cc2C)cc1, Cc1ccccc1, CCCCCCC, CC(C)c1nnn(-c2c(Cl)cccc2Cl)c1CO, O=C(N=NC(=O)N1CCCCC1)N1CCCCC1. Product: COC(=O)c1ccc(NCc2ccc(OCc3c(C(C)C)nnn3-c3c(Cl)cccc3Cl)cc2C)cc1. Reaction SMILES: [CH2:39]([P:40]([CH2:41][CH2:42][CH2:43][CH3:44])[CH2:45][CH2:46][CH2:47][CH3:48])[CH2:49][CH2:50][CH3:51].[CH3:19][O:20][C:21]([c:22]1[cH:23][cH:24][c:25]([NH:28][CH2:29][c:30]2[c:31]([CH3:37])[cH:32][c:33]([OH:36])[cH:34][cH:35]2)[cH:26][cH:27]1)=[O:38].[CH3:70][c:71]1[cH:72][cH:73][cH:74][cH:75][cH:76]1.[CH3:77][CH2:78][CH2:79][CH2:80][CH2:81][CH2:82][CH3:83].[Cl:1][c:2]1[c:3](-[n:9]2[n:10][n:11][c:12]([CH:16]([CH3:17])[CH3:18])[c:13]2[CH2:14][OH:15])[c:4]([Cl:8])[cH:5][cH:6][cH:7]1.[N:52]([C:53]([N:54]1[CH2:55][CH2:56][CH2:57][CH2:58][CH2:59]1)=[O:60])=[N:61][C:62]([N:63]1[CH2:64][CH2:65][CH2:66][CH2:67][CH2:68]1)=[O:69]>>[Cl:1][c:2]1[c:3](-[n:9]2[n:10][n:11][c:12]([CH:16]([CH3:17])[CH3:18])[c:13]2[CH2:14][O:15][c:33]2[cH:32][c:31]([CH3:37])[c:30]([CH2:29][NH:28][c:25]3[cH:24][cH:23][c:22]([C:21]([O:20][CH3:19])=[O:38])[cH:27][cH:26]3)[cH:35][cH:34]2)[c:4]([Cl:8])[cH:5][cH:6][cH:7]1.